This data is from the Open Reaction Database (ORD), a public repository of structured organic reaction records. The task is: describe an organic reaction: reactants, conditions, products, and yield Reactants: CCOCC, ClC(Cl)Cl, O=C=Nc1cccc([N+](=O)[O-])c1, NOCC(O)CN1CCCCC1. Product: O=C(NOCC(O)CN1CCCCC1)Nc1cccc([N+](=O)[O-])c1. As a reaction SMILES: [CH3:29][CH2:30][O:31][CH2:32][CH3:33].[CH:13]([Cl:14])([Cl:15])[Cl:16].[N+:17](=[O:18])([O-:19])[c:20]1[cH:21][c:22]([N:26]=[C:27]=[O:28])[cH:23][cH:24][cH:25]1.[OH:1][CH:2]([CH2:3][O:4][NH2:5])[CH2:6][N:7]1[CH2:8][CH2:9][CH2:10][CH2:11][CH2:12]1>>[OH:1][CH:2]([CH2:3][O:4][NH:5][C:27]([NH:26][c:22]1[cH:21][c:20]([N+:17](=[O:18])[O-:19])[cH:25][cH:24][cH:23]1)=[O:28])[CH2:6][N:7]1[CH2:8][CH2:9][CH2:10][CH2:11][CH2:12]1. Reactants: Cc1ccc(-c2nnc(N3CCC(O)CC3)nc2-c2ccc(C)cc2)cc1, CI, Cc1ccccc1, [H-], [Na+], O. Yields the product COC1CCN(c2nnc(-c3ccc(C)cc3)c(-c3ccc(C)cc3)n2)CC1. RXN SMILES: [CH3:10][c:11]1[cH:12][cH:13][c:14](-[c:17]2[n:18][c:19]([N:30]3[CH2:31][CH2:32][CH:33]([OH:36])[CH2:34][CH2:35]3)[n:20][n:21][c:22]2-[c:23]2[cH:24][cH:25][c:26]([CH3:29])[cH:27][cH:28]2)[cH:15][cH:16]1.[CH3:37][I:38].[CH3:3][c:4]1[cH:5][cH:6][cH:7][cH:8][cH:9]1.[H-:1].[Na+:2].[OH2:39]>>[CH3:3][O:36][CH:33]1[CH2:32][CH2:31][N:30]([c:19]2[n:18][c:17](-[c:14]3[cH:13][cH:12][c:11]([CH3:10])[cH:16][cH:15]3)[c:22](-[c:23]3[cH:24][cH:25][c:26]([CH3:29])[cH:27][cH:28]3)[n:21][n:20]2)[CH2:35][CH2:34]1. Reactants: S(=O)(=O)(O)CCS(=O)(=O)O (ethionic acid), N (ammonia). Yields the product S(=O)(=O)([O-])CCS(=O)(=O)[O-].[NH4+].[NH4+] (ammonium ethionate). RXN SMILES: [S:1]([CH2:5][CH2:6][S:7]([OH:10])(=[O:9])=[O:8])([OH:4])(=[O:3])=[O:2].[NH3:11]>>[S:1]([CH2:5][CH2:6][S:7]([O-:10])(=[O:9])=[O:8])([O-:4])(=[O:3])=[O:2].[NH4+:11].[NH4+:11] |f:2.3.4|. Reported procedure: In the first preferred embodiment of the present invention, ethionic acid is reacted with an aqueous solution of excess ammonia to afford ammonium ethionate. The molar ratio of ammonia to ethionic acid can be in the range of 5 to 15, more preferably in the range of 8 to 10. Too little ammonia increases the formation of ditaurine, a byproduct, while more ammonia is desirable for the reaction, too much ammonia increases the process cost in the recovery of excess ammonia. The reactions are describe... Reactants: COC(CCNC(C1=CC=C(C=C1)C(CCCCC)=O)=O)=O (3-(4-hexanoyl-benzoylamino)-propionic acid methyl ester), COC1=C(C=CC(=C1)N)C1=CC=CC=C1 (2-methoxy-biphenyl-4-ylamine). Product: COC1=C(C=CC(=C1)NC(CCCCC)C1=CC=C(C(=O)NCCC(=O)O)C=C1)C1=CC=CC=C1 (Racemic 3-{4-[1-(2-Methoxy-biphenyl-4-ylamino)-hexyl]-benzoylamino}-propionic acid). As a reaction SMILES: C[O:2][C:3](=[O:22])[CH2:4][CH2:5][NH:6][C:7](=[O:21])[C:8]1[CH:13]=[CH:12][C:11]([C:14](=O)[CH2:15][CH2:16][CH2:17][CH2:18][CH3:19])=[CH:10][CH:9]=1.[CH3:23][O:24][C:25]1[CH:30]=[C:29]([NH2:31])[CH:28]=[CH:27][C:26]=1[C:32]1[CH:37]=[CH:36][CH:35]=[CH:34][CH:33]=1>>[CH3:23][O:24][C:25]1[CH:30]=[C:29]([NH:31][CH:14]([C:11]2[CH:12]=[CH:13][C:8]([C:7]([NH:6][CH2:5][CH2:4][C:3]([OH:2])=[O:22])=[O:21])=[CH:9][CH:10]=2)[CH2:15][CH2:16][CH2:17][CH2:18][CH3:19])[CH:28]=[CH:27][C:26]=1[C:32]1[CH:33]=[CH:34][CH:35]=[CH:36][CH:37]=1. Procedure: The title compound is prepared by the general method exemplified in Example 1 using 3-(4-hexanoyl-benzoylamino)-propionic acid methyl ester (Preparation 5) and 2-methoxy-biphenyl-4-ylamine as starting materials. MS (ES): 475.2 [M+H]+. Reactants: COc1ccc(C2CNC(=O)C2)cc1, CC(=O)O, [O-][I+2]([O-])O, I, O, O=S(=O)(O)O. The product is COc1ccc(C2CNC(=O)C2)cc1I. Reaction SMILES: [CH3:1][O:2][c:3]1[cH:4][cH:5][c:6]([CH:9]2[CH2:10][C:11](=[O:14])[NH:12][CH2:13]2)[cH:7][cH:8]1.[CH3:20][C:21](=[O:22])[OH:23].[I+2:15]([OH:16])([O-:17])[O-:18].[I:19].[OH2:24].[S:25](=[O:26])(=[O:27])([OH:28])[OH:29]>>[CH3:1][O:2][c:3]1[c:4]([I:15])[cH:5][c:6]([CH:9]2[CH2:10][C:11](=[O:14])[NH:12][CH2:13]2)[cH:7][cH:8]1. The reactants are C(C)OC(CSC1=CN=C(S1)NC(=O)N(C1=CC(=CC=C1)C(N(C)C)=O)CC1CCCC1)=O ({2-[3-cyclopentylmethyl-3-(3-dimethylcarbamoyl-phenyl)-ureido]-thiazol-5-ylsulfanyl}-acetic acid ethyl ester), C(C)OC(CSC1=CN=C(S1)N)=O ((2-amino-thiazol-5-ylsulfanyl)acetic acid ethyl ester), C1(CCCC1)CN(C(NC=1SC=C(N1)CC(=O)O)=O)C1=CC=C(C=C1)S(=O)(=O)C ({2-[3-cyclopentylmethyl-3-(4-methanesulfonyl-phenyl)-ureido]-thiazol-4-yl}-acetic acid), C1(CCCC1)CNC=1C=C(C(=O)N(C)C)C=CC1 (3-(cyclopentylmethyl-amino)-N,N-dimethyl-benzamide). Product: C1(CCCC1)CN(C(NC=1SC(=CN1)SCC(=O)O)=O)C1=CC(=CC=C1)C(N(C)C)=O ({2-[3-Cyclopentylmethyl-3-(3-dimethylcarbamoyl-phenyl)-ureido]-thiazol-5-ylsulfanyl}-acetic acid). RXN SMILES: C([O:3][C:4](=[O:33])[CH2:5][S:6][C:7]1[S:11][C:10]([NH:12][C:13]([N:15]([CH2:27][CH:28]2[CH2:32][CH2:31][CH2:30][CH2:29]2)[C:16]2[CH:21]=[CH:20][CH:19]=[C:18]([C:22](=[O:26])[N:23]([CH3:25])[CH3:24])[CH:17]=2)=[O:14])=[N:9][CH:8]=1)C.C1(CN(C2C=CC(S(C)(=O)=O)=CC=2)C(=O)NC2SC=C(CC(O)=O)N=2)CCCC1.C1(CNC2C=C(C=CC=2)C(N(C)C)=O)CCCC1.C(OC(=O)CSC1SC(N)=NC=1)C>>[CH:28]1([CH2:27][N:15]([C:16]2[CH:21]=[CH:20][CH:19]=[C:18]([C:22](=[O:26])[N:23]([CH3:24])[CH3:25])[CH:17]=2)[C:13](=[O:14])[NH:12][C:10]2[S:11][C:7]([S:6][CH2:5][C:4]([OH:33])=[O:3])=[CH:8][N:9]=2)[CH2:32][CH2:31][CH2:30][CH2:29]1. Procedure details: The title compound was prepared via {2-[3-cyclopentylmethyl-3-(3-dimethylcarbamoyl-phenyl)-ureido]-thiazol-5-ylsulfanyl}-acetic acid ethyl ester in a similar manner as described for the synthesis of {2-[3-cyclopentylmethyl-3-(4-methanesulfonyl-phenyl)-ureido]-thiazol-4-yl}-acetic acid, using 3-(cyclopentylmethyl-amino)-N,N-dimethyl-benzamide and (2-amino-thiazol-5-ylsulfanyl)acetic acid ethyl ester